Dataset: the Open Reaction Database (ORD), a public repository of structured organic reaction records. Task: describe an organic reaction: reactants, conditions, products, and yield Starting materials: FC1=CC(=C(C=C1)NC1=NC(=NC=C1C(F)(F)F)NC1=C(C=C(CP(OCC)(OCC)=O)C=C1)OC)C(NC)=O (Diethyl (4-{[4-{[4-fluoro-2-(methylcarbamoyl)-phenyl]amino}-5-(trifluoromethyl)pyrimidin-2-yl]amino}-3-methoxybenzyl)phosphonate), ( 100 ), ClC1=NC(=NC=C1C(F)(F)F)NC1=CC=C(CP(OCC)(OCC)=O)C=C1 (diethyl (4-{[4-chloro-5-(trifluoromethyl)pyrimidin-2-yl]amino}benzyl)phosphonate), NC1=C(C(=O)NCC)C=CC=C1 (2-amino-N-ethylbenzamide). Yields the product C(C)NC(=O)C1=C(C=CC=C1)NC1=NC(=NC=C1C(F)(F)F)NC1=CC=C(CP(OCC)(OCC)=O)C=C1 (Diethyl (4-{[4-{[2-(ethylcarbamoyl)phenyl]amino}-5-(trifluoromethyl)pyrimidin-2-yl]amino}benzyl)phosphonate). Reaction SMILES: F[C:2]1[CH:7]=[CH:6][C:5]([NH:8][C:9]2[C:14]([C:15]([F:18])([F:17])[F:16])=[CH:13][N:12]=[C:11]([NH:19][C:20]3[CH:34]=[CH:33][C:23]([CH2:24][P:25](=[O:32])([O:29][CH2:30][CH3:31])[O:26][CH2:27][CH3:28])=[CH:22][C:21]=3OC)[N:10]=2)=[C:4]([C:37](=[O:40])[NH:38][CH3:39])[CH:3]=1.Cl[C:42]1C(C(F)(F)F)=CN=C(NC2C=CC(CP(=O)(OCC)OCC)=CC=2)N=1.NC1C=CC=CC=1C(NCC)=O>>[CH2:39]([NH:38][C:37]([C:4]1[CH:3]=[CH:2][CH:7]=[CH:6][C:5]=1[NH:8][C:9]1[C:14]([C:15]([F:18])([F:16])[F:17])=[CH:13][N:12]=[C:11]([NH:19][C:20]2[CH:21]=[CH:22][C:23]([CH2:24][P:25](=[O:32])([O:29][CH2:30][CH3:31])[O:26][CH2:27][CH3:28])=[CH:33][CH:34]=2)[N:10]=1)=[O:40])[CH3:42]. Procedure: The title compound was prepared according to the procedure from Example 102 (Diethyl (4-{[4-{[4-fluoro-2-(methylcarbamoyl)-phenyl]amino}-5-(trifluoromethyl)pyrimidin-2-yl]amino}-3-methoxybenzyl)phosphonate) using diethyl (4-{[4-chloro-5-(trifluoromethyl)pyrimidin-2-yl]amino}benzyl)phosphonate and the commercially available 2-amino-N-ethylbenzamide. MS (ES+): m/z 552.51 (100) [MH+]; HPLC: tR=1.05 min (UPLC, purity). Reactants: [Si](C)(C)(C(C)(C)C)OCC=1C=C(C2=C(C=CO2)C1)Br (5-(tert-butyldimethylsilyloxymethyl)-7-bromobenzofuran), C(C)(C)(C)OC(=O)N1CCNCC1 (1-tert-butoxycarbonylpiperazine). Product: [Si](C)(C)(C(C)(C)C)OCC=1C=C(C2=C(C=CO2)C1)N1CCN(CC1)C(=O)OC(C)(C)C (1-(5-(tert-butyldimethylsilyloxymethyl)benzofur-7-yl)-4-tert-butoxycarbonylpiperazine). Isolated yield 62.7%. RXN SMILES: [Si:1]([O:8][CH2:9][C:10]1[CH:11]=[C:12](Br)[C:13]2[O:17][CH:16]=[CH:15][C:14]=2[CH:18]=1)([C:4]([CH3:7])([CH3:6])[CH3:5])([CH3:3])[CH3:2].[C:20]([O:24][C:25]([N:27]1[CH2:32][CH2:31][NH:30][CH2:29][CH2:28]1)=[O:26])([CH3:23])([CH3:22])[CH3:21]>>[Si:1]([O:8][CH2:9][C:10]1[CH:11]=[C:12]([N:30]2[CH2:29][CH2:28][N:27]([C:25]([O:24][C:20]([CH3:23])([CH3:22])[CH3:21])=[O:26])[CH2:32][CH2:31]2)[C:13]2[O:17][CH:16]=[CH:15][C:14]=2[CH:18]=1)([C:4]([CH3:7])([CH3:6])[CH3:5])([CH3:3])[CH3:2]. Procedure details: Beginning with 0.51 gm (1.5 mMol) 5-(tert-butyldimethylsilyloxymethyl)-7-bromobenzofuran and 0.30 gm (1.6 mMol) 1-tert-butoxycarbonylpiperazine, 0.42 gm (63%) of the desired compound were prepared essentially as described in GENERAL PROCEDURE II. Reactants: [Mn](=O)(=O)(=O)[O-].C(CCC)[N+](CCCC)(CCCC)CCCC (tetrabutylammonium permanganate), C1(=CC=C(C=C1)S(=O)(=O)NC(C(C1CCCC1)C1=CC=C(C=C1)CN1C(=NC(=C1C=O)Cl)CCCC)=O)C (N-4-Tolylsulphonyl-2-[4-(2-butyl-4-chloro-5-formyl-imidazol-1-yl-methyl)-phenyl]-2-cyclopentyl-acetamide). Solvent: N1=CC=CC=C1 (pyridine), N1=CC=CC=C1 (pyridine). Run at temperature 60 celsius, time 2 hour. Yields the product C1(=CC=C(C=C1)S(=O)(=O)NC(C(C1CCCC1)C1=CC=C(C=C1)CN1C(=NC(=C1C(=O)O)Cl)CCCC)=O)C (N-4-Tolylsulphonyl-2-[4-(2-butyl-5-carboxy-4-chloro-imidazol-1-yl-methyl)-phenyl]-2-cyclopentylacetamide). RXN SMILES: [C:1]1([CH3:38])[CH:6]=[CH:5][C:4]([S:7]([NH:10][C:11](=[O:37])[CH:12]([C:18]2[CH:23]=[CH:22][C:21]([CH2:24][N:25]3[C:29]([CH:30]=[O:31])=[C:28]([Cl:32])[N:27]=[C:26]3[CH2:33][CH2:34][CH2:35][CH3:36])=[CH:20][CH:19]=2)[CH:13]2[CH2:17][CH2:16][CH2:15][CH2:14]2)(=[O:9])=[O:8])=[CH:3][CH:2]=1.[Mn]([O-])(=O)(=O)=[O:40].C([N+](CCCC)(CCCC)CCCC)CCC>N1C=CC=CC=1>[C:1]1([CH3:38])[CH:2]=[CH:3][C:4]([S:7]([NH:10][C:11](=[O:37])[CH:12]([C:18]2[CH:23]=[CH:22][C:21]([CH2:24][N:25]3[C:29]([C:30]([OH:40])=[O:31])=[C:28]([Cl:32])[N:27]=[C:26]3[CH2:33][CH2:34][CH2:35][CH3:36])=[CH:20][CH:19]=2)[CH:13]2[CH2:17][CH2:16][CH2:15][CH2:14]2)(=[O:9])=[O:8])=[CH:5][CH:6]=1 |f:1.2|. Reported procedure: 250 mg (0.45 mmol) of the compound from Example III are dissolved in 2.5 ml (0.45 mmol) of pyridine and 162 mg of tetrabutylammonium permanganate, dissolved in 1.5 ml of pyridine, are added at 60° C., and the mixture is stirred at 60° C. for 2 h. The pyridine is evaporated, and the residue is taken up in water, acidified with dilute HCl and extracted with ethyl acetate. The organic phase is concentrated and the residue is chromatographed on silica gel 60 using CH2Cl2 /MeOH (10:1). Starting materials: C(C)OCCN1C=C(C2=CC=CC=C12)C1CCN(CC1)CCOC1=C(C(=O)[O-])C=CC=C1 (2-(2-{4-[1-(2-ethoxy-ethyl)-1H-indol-3-yl]-piperidin-1-yl}-ethoxy)-benzoate), [OH-].[Na+] (sodium hydroxide). Run in C(C)O (ethanol), O (water). Reaction conditions: temperature 60 celsius. Yields the product C(C)OCCN1C=C(C2=CC=CC=C12)C1CCN(CC1)CCOC1=C(C(=O)O)C=CC=C1 (2-(2-{4-[1-(2-ethoxy-ethyl)-1H-indol-3-yl]-piperidin-1-yl}-ethoxy)-benzoic acid). As a reaction SMILES: [CH2:1]([O:3][CH2:4][CH2:5][N:6]1[C:14]2[C:9](=[CH:10][CH:11]=[CH:12][CH:13]=2)[C:8]([CH:15]2[CH2:20][CH2:19][N:18]([CH2:21][CH2:22][O:23][C:24]3[CH:32]=[CH:31][CH:30]=[CH:29][C:25]=3[C:26]([O-:28])=[O:27])[CH2:17][CH2:16]2)=[CH:7]1)[CH3:2].[OH-].[Na+]>C(O)C.O>[CH2:1]([O:3][CH2:4][CH2:5][N:6]1[C:14]2[C:9](=[CH:10][CH:11]=[CH:12][CH:13]=2)[C:8]([CH:15]2[CH2:20][CH2:19][N:18]([CH2:21][CH2:22][O:23][C:24]3[CH:32]=[CH:31][CH:30]=[CH:29][C:25]=3[C:26]([OH:28])=[O:27])[CH2:17][CH2:16]2)=[CH:7]1)[CH3:2] |f:1.2|. Procedure: 1.05 g (2.33 mmol) of 2-(2-{4-[1-(2-ethoxy-ethyl)-1H-indol-3-yl]-piperidin-1-yl}-ethoxy)-benzoate was dissolved in 30 ml of ethanol. A solution of 0.19 g (4.66 mmol) of sodium hydroxide in 30 ml of water was added to the previous one and the whole mixture was heated at 60° C. for 2 h. After dilution with water and neutralisation with HCl 6N, the aqueous phase was extracted three times with chloroform. The organic solution was washed with brine, dried with sodium sulphate, filtered and evaporated... Starting materials: O=C([O-])[O-], Cc1noc(C)c1CCl, [Cs+], [Cs+], CN(C)C=O, O, O=C1c2ccccc2C(=O)N1c1cn[nH]c1. Yields the product Cc1noc(C)c1Cn1cc(N2C(=O)c3ccccc3C2=O)cn1. As a reaction SMILES: [C:26](=[O:27])([O-:28])[O-:29].[Cl:17][CH2:18][c:19]1[c:20]([CH3:25])[n:21][o:22][c:23]1[CH3:24].[Cs+:30].[Cs+:31].[O:32]=[CH:33][N:34]([CH3:35])[CH3:36].[OH2:37].[nH:1]1[n:2][cH:3][c:4]([N:6]2[C:7](=[O:16])[c:8]3[cH:9][cH:10][cH:11][cH:12][c:13]3[C:14]2=[O:15])[cH:5]1>>[n:1]1([CH2:18][c:19]2[c:20]([CH3:25])[n:21][o:22][c:23]2[CH3:24])[n:2][cH:3][c:4]([N:6]2[C:7](=[O:16])[c:8]3[cH:9][cH:10][cH:11][cH:12][c:13]3[C:14]2=[O:15])[cH:5]1.